This data is from the Open Reaction Database (ORD), a public repository of structured organic reaction records. The task is: describe an organic reaction: reactants, conditions, products, and yield Starting materials: O1CCOCC1 (dioxane), COCCOC1=CC=C(OCC2=C(C=CC(=C2)Cl)B(O)O)C=C1 (2-((4-(2-methoxyethoxy)phenoxy)methyl)-4-chlorophenylboronic acid), [O-]P(=O)([O-])[O-].[K+].[K+].[K+] (K3PO4), COC(/C(=C\OC)/I)=O ((E)-methyl-2-iodo-3-methoxy-2-propenoate). Reagents/catalysts: [Pd].C1(=CC=CC=C1)P(C1=CC=CC=C1)C1=CC=CC=C1.C1(=CC=CC=C1)P(C1=CC=CC=C1)C1=CC=CC=C1.C1(=CC=CC=C1)P(C1=CC=CC=C1)C1=CC=CC=C1.C1(=CC=CC=C1)P(C1=CC=CC=C1)C1=CC=CC=C1 (tetrakis(triphenylphosphine) palladium). Solvent: O (water), C(C)(=O)OCC (ethyl acetate). Run at temperature 90 celsius, time 22 hour. Product: COC(\C(=C\OC)\C1=C(C=C(C=C1)Cl)COC1=CC=C(C=C1)OCCOC)=O ((E)-methyl-2-(2-((4-(2-methoxyethoxy)phenoxy)methyl)-4-chlorophenyl)-3-methoxyacrylate). Yield: 71.3%. As a reaction SMILES: [CH3:1][O:2][CH2:3][CH2:4][O:5][C:6]1[CH:23]=[CH:22][C:9]([O:10][CH2:11][C:12]2[CH:17]=[C:16]([Cl:18])[CH:15]=[CH:14][C:13]=2B(O)O)=[CH:8][CH:7]=1.[O-]P([O-])([O-])=O.[K+].[K+].[K+].O1CCOCC1.[CH3:38][O:39][C:40](=[O:46])/[C:41](/I)=[CH:42]\[O:43][CH3:44]>[Pd].C1(P(C2C=CC=CC=2)C2C=CC=CC=2)C=CC=CC=1.C1(P(C2C=CC=CC=2)C2C=CC=CC=2)C=CC=CC=1.C1(P(C2C=CC=CC=2)C2C=CC=CC=2)C=CC=CC=1.C1(P(C2C=CC=CC=2)C2C=CC=CC=2)C=CC=CC=1.C(OCC)(=O)C.O>[CH3:38][O:39][C:40](=[O:46])/[C:41](/[C:13]1[CH:14]=[CH:15][C:16]([Cl:18])=[CH:17][C:12]=1[CH2:11][O:10][C:9]1[CH:22]=[CH:23][C:6]([O:5][CH2:4][CH2:3][O:2][CH3:1])=[CH:7][CH:8]=1)=[CH:42]/[O:43][CH3:44] |f:1.2.3.4,7.8.9.10.11|. Procedure: 1.1 g (3.3 mmol) of the compound obtained in Step 3, 0.17 g (0.15 mmol) of tetrakis(triphenylphosphine) palladium and 1.96 g (9.0 mmol) of K3PO4 were placed in a flask, and 5 ml of dioxane and 1 ml of water were added thereto. After adding 0.73 g (3.0 mmol) of (E)-methyl-2-iodo-3-methoxy-2-propenoate thereto, the resulting mixture was stirred at 90° C. for 22 hours. The mixture was cooled to room temperature, and 10 ml of ethyl acetate was added thereto. The water layer was separated and extract... Reactants: CC(C)(C)N, CCN(C(C)C)C(C)C, CC(C)N(CCCCCC(=O)O)C(=O)c1cc(Cl)cc(OCCNc2ccncc2)c1, O=C(O)C(F)(F)F, CN(C)C=O. Product: CC(C)N(CCCCCC(=O)NC(C)(C)C)C(=O)c1cc(Cl)cc(OCCNc2ccncc2)c1, O=C(O)C(F)(F)F. As a reaction SMILES: [CH3:48][C:49]([CH3:50])([CH3:51])[NH2:52].[CH:39]([N:40]([CH2:41][CH3:42])[CH:43]([CH3:44])[CH3:45])([CH3:46])[CH3:47].[Cl:8][c:9]1[cH:10][c:11]([C:12](=[O:13])[N:14]([CH2:15][CH2:16][CH2:17][CH2:18][CH2:19][C:20](=[O:21])[OH:22])[CH:23]([CH3:24])[CH3:25])[cH:26][c:27]([O:29][CH2:30][CH2:31][NH:32][c:33]2[cH:34][cH:35][n:36][cH:37][cH:38]2)[cH:28]1.[F:1][C:2]([C:3](=[O:4])[OH:5])([F:6])[F:7].[O:53]=[CH:54][N:55]([CH3:56])[CH3:57]>>[Cl:8][c:9]1[cH:10][c:11]([C:12](=[O:13])[N:14]([CH2:15][CH2:16][CH2:17][CH2:18][CH2:19][C:20](=[O:21])[NH:52][C:49]([CH3:48])([CH3:50])[CH3:51])[CH:23]([CH3:24])[CH3:25])[cH:26][c:27]([O:29][CH2:30][CH2:31][NH:32][c:33]2[cH:34][cH:35][n:36][cH:37][cH:38]2)[cH:28]1.[F:1][C:2]([C:3](=[O:4])[OH:5])([F:6])[F:7]. Reactants: BrCc1ccccc1, O=C([O-])[O-], CN(C)C=O, [K+], [K+], Cc1c(OCCO)ccc(-c2ccc(C(=O)O)cc2)c1C. Product: Cc1c(OCCO)ccc(-c2ccc(C(=O)OCc3ccccc3)cc2)c1C. RXN SMILES: [Br:22][CH2:23][c:24]1[cH:25][cH:26][cH:27][cH:28][cH:29]1.[C:30](=[O:31])([O-:32])[O-:33].[CH3:36][N:37]([CH3:38])[CH:39]=[O:40].[K+:34].[K+:35].[OH:1][CH2:2][CH2:3][O:4][c:5]1[c:6]([CH3:21])[c:7]([CH3:20])[c:8](-[c:11]2[cH:12][cH:13][c:14]([C:17](=[O:18])[OH:19])[cH:15][cH:16]2)[cH:9][cH:10]1>>[OH:1][CH2:2][CH2:3][O:4][c:5]1[c:6]([CH3:21])[c:7]([CH3:20])[c:8](-[c:11]2[cH:12][cH:13][c:14]([C:17](=[O:18])[O:19][CH2:23][c:24]3[cH:25][cH:26][cH:27][cH:28][cH:29]3)[cH:15][cH:16]2)[cH:9][cH:10]1. Starting materials: O=C1C(CN(CC1)C(=O)OCC1=CC=CC=C1)C(CC)=O (Benzyl 4-oxo-3-propanoylpiperidine-1-carboxylate), Cl.C(C)(N)=N (ethanimidamide hydrochloride). Yields the product C(C)C=1C2=C(N=C(N1)C)CCNC2 (4-ethyl-2-methyl-5,6,7,8-tetrahydropyrido[4,3-d]pyrimidine). RXN SMILES: O=[C:2]1[CH2:7][CH2:6][N:5](C(OCC2C=CC=CC=2)=O)[CH2:4][CH:3]1[C:18](=O)[CH2:19][CH3:20].Cl.[C:23](=[NH:26])([NH2:25])[CH3:24]>>[CH2:19]([C:18]1[C:3]2[CH2:4][NH:5][CH2:6][CH2:7][C:2]=2[N:25]=[C:23]([CH3:24])[N:26]=1)[CH3:20] |f:1.2|. Procedure details: Benzyl 4-oxo-3-propanoylpiperidine-1-carboxylate, prepared in similar manner to C28 in Example 6, was condensed with ethanimidamide hydrochloride; deprotection afforded the requisite 4-ethyl-2-methyl-5,6,7,8-tetrahydropyrido[4,3-d]pyrimidine. The reactants are ice water, Cl (HCl), C1(CC1)N1C=C(C(C2=C(C(=C(C(=C12)OC)F)F)[N+](=O)[O-])=O)C(=O)OCC (ethyl 1-cyclopropyl-6,7-difluoro-1,4-dihydro-8-methoxy-5-nitro-4-oxoquinoline-3-carboxylate), cuprous iodide. Run in C1CCOC1 (THF), C1(=CC=CC=C1)[Mg]Br (phenylmagnesium bromide), C1CCOC1 (THF). Run at temperature -78 celsius, time 2 hour. Yields the product C1(CC1)N1C(C(C(C2=C(C(=C(C(=C12)OC)F)F)[N+](=O)[O-])=O)C(=O)OCC)C1=CC=CC=C1 (ethyl 1-cyclopropyl-6,7-difluoro-1,2,3,4-tetrahydro-8-methoxy-5-nitro-4-oxo-2-phenylquinoline-3-carboxylate). The yield is 169.9%. RXN SMILES: [CH:1]1([N:4]2[C:13]3[C:8](=[C:9]([N+:18]([O-:20])=[O:19])[C:10]([F:17])=[C:11]([F:16])[C:12]=3[O:14][CH3:15])[C:7](=[O:21])[C:6]([C:22]([O:24][CH2:25][CH3:26])=[O:23])=[CH:5]2)[CH2:3][CH2:2]1.Cl>C1COCC1.C1([Mg]Br)C=CC=CC=1>[CH:1]1([N:4]2[C:13]3[C:8](=[C:9]([N+:18]([O-:20])=[O:19])[C:10]([F:17])=[C:11]([F:16])[C:12]=3[O:14][CH3:15])[C:7](=[O:21])[CH:6]([C:22]([O:24][CH2:25][CH3:26])=[O:23])[CH:5]2[C:8]2[CH:13]=[CH:12][CH:11]=[CH:10][CH:9]=2)[CH2:2][CH2:3]1. Procedure: To a stirred solution of ethyl 1-cyclopropyl-6,7-difluoro-1,4-dihydro-8-methoxy-5-nitro-4-oxoquinoline-3-carboxylate (3.00 g, 8.15 mmol) and cuprous iodide (467 mg, 2.45 mmol) in THF (80 mL), 2 M phenylmagnesium bromide in THF (6.10 mL, 12.2 mmol) was added under argon atmosphere at −78° C. After stirred at −78° C. for 1 h and at room temperature for 2 h, the reaction mixture was poured into ice-water (400 mL) and concentrated HCl (40 mL) was added to stirred for 30 min. The crude product was ex...